This data is from the Open Reaction Database (ORD), a public repository of structured organic reaction records. The task is: describe an organic reaction: reactants, conditions, products, and yield The reactants are ClC=1C(=NC=NC1Cl)N (5,6-dichloropyrimidin-4-amine), NC1CC2(CN(C2)C(=O)OC(C)(C)C)C1 (tert-butyl 6-amino-2-azaspiro[3.3]heptane-2-carboxylate), CC1(OB(OC1(C)C)C1=CC=C(OC2=CC=C(C#N)C=C2)C=C1)C (4-(4-(4,4,5,5-tetramethyl-1,3,2-dioxaborolan-2-yl)phenoxy)benzonitrile), C(C=C)(=O)Cl (acryloyl chloride). Procedure details: 4-(4-(4-((2-acryloyl-2-azaspiro[3.3]heptan-6-yl)amino)-6-aminopyrimidin-5-yl)phenoxy)benzonitrile was prepared from 5,6-dichloropyrimidin-4-amine, tert-butyl 6-amino-2-azaspiro[3.3]heptane-2-carboxylate, 4-(4-(4,4,5,5-tetramethyl-1,3,2-dioxaborolan-2-yl)phenoxy)benzonitrile, and acryloyl chloride using methods B, C, D, and E. HPLC: 98%. MS: m/z=453 [M+H]+. 1H-NMR (DMSO-d6) δ 7.96 (s, 1H), 7.87 (d, 2H), 7.29-7.23 (m, 6H), 6.31-6.22 (m, 1H), 6.07 (d, 1H), 5.67-5.46 (m, 4H), 4.40 (q, 1H), 4.25 (s, ... Reaction SMILES: Cl[C:2]1[C:3]([NH2:9])=[N:4][CH:5]=[N:6][C:7]=1Cl.[NH2:10][CH:11]1[CH2:24][C:13]2([CH2:16][N:15]([C:17]([O:19]C(C)(C)C)=O)[CH2:14]2)[CH2:12]1.CC1(C)C(C)(C)OB([C:33]2[CH:47]=[CH:46][C:36]([O:37][C:38]3[CH:45]=[CH:44][C:41]([C:42]#[N:43])=[CH:40][CH:39]=3)=[CH:35][CH:34]=2)O1.[C:49](Cl)(=O)[CH:50]=C>>[C:17]([N:15]1[CH2:14][C:13]2([CH2:12][CH:11]([NH:10][C:7]3[C:2]([C:33]4[CH:47]=[CH:46][C:36]([O:37][C:38]5[CH:45]=[CH:44][C:41]([C:42]#[N:43])=[CH:40][CH:39]=5)=[CH:35][CH:34]=4)=[C:3]([NH2:9])[N:4]=[CH:5][N:6]=3)[CH2:24]2)[CH2:16]1)(=[O:19])[CH:49]=[CH2:50]. Product: C(C=C)(=O)N1CC2(C1)CC(C2)NC2=NC=NC(=C2C2=CC=C(OC1=CC=C(C#N)C=C1)C=C2)N (4-(4-(4-((2-acryloyl-2-azaspiro[3.3]heptan-6-yl)amino)-6-aminopyrimidin-5-yl)phenoxy)benzonitrile). The reactants are O=C([O-])[O-], CCCCCCCCCCCCN, CCCCCC, CS(C)=O, [K+], [K+], O, ClCCCOc1ccc2ccccc2c1, c1ccccc1. Product: CCCCCCCCCCCCNCCCOc1ccc2ccccc2c1. RXN SMILES: [C:1](=[O:2])([O-:3])[O-:4].[CH2:7]([CH2:8][CH2:9][CH2:10][CH2:11][CH2:12][CH2:13][CH2:14][CH2:15][CH2:16][CH2:17][CH3:18])[NH2:19].[CH3:35][CH2:36][CH2:37][CH2:38][CH2:39][CH3:40].[CH3:47][S:48]([CH3:49])=[O:50].[K+:5].[K+:6].[OH2:51].[cH:20]1[c:21]([O:30][CH2:31][CH2:32][CH2:33][Cl:34])[cH:22][cH:23][c:24]2[cH:25][cH:26][cH:27][cH:28][c:29]12.[cH:41]1[cH:42][cH:43][cH:44][cH:45][cH:46]1>>[CH2:7]([CH2:8][CH2:9][CH2:10][CH2:11][CH2:12][CH2:13][CH2:14][CH2:15][CH2:16][CH2:17][CH3:18])[NH:19][CH2:33][CH2:32][CH2:31][O:30][c:21]1[cH:20][c:29]2[c:24]([cH:23][cH:22]1)[cH:25][cH:26][cH:27][cH:28]2. The reactants are C1(=CC=CC=C1)C=CC=1SC2=C(C=NC=3C=CC=CC23)N1 (2-(2-phenyl-1-ethenyl)thiazolo[4,5-c]quinoline), [H][H] (hydrogen). The reagents and catalysts are [Pd] (palladium on activated carbon). Solvent: C(C)(=O)O (acetic acid). Yields the product C1(=CC=CC=C1)CCC=1SC2=C(C=NC=3C=CC=CC23)N1 (2-(2-phenyl-1-ethyl)thiazolo[4,5-c]quinoline). Isolated yield 75.3%. RXN SMILES: [C:1]1([CH:7]=[CH:8][C:9]2[S:10][C:11]3[C:20]4[CH:19]=[CH:18][CH:17]=[CH:16][C:15]=4[N:14]=[CH:13][C:12]=3[N:21]=2)[CH:6]=[CH:5][CH:4]=[CH:3][CH:2]=1.[H][H]>[Pd].C(O)(=O)C>[C:1]1([CH2:7][CH2:8][C:9]2[S:10][C:11]3[C:20]4[CH:19]=[CH:18][CH:17]=[CH:16][C:15]=4[N:14]=[CH:13][C:12]=3[N:21]=2)[CH:6]=[CH:5][CH:4]=[CH:3][CH:2]=1. Procedure: A small amount of catalyst (5% palladium on activated carbon) was added to a suspension of 2-(2-phenyl-1-ethenyl)thiazolo[4,5-c]quinoline (1.16 g, Example 21 Part B) in acetic acid (200 mL). The mixture was reduced on a Parr apparatus under a 50 psi (3.5 Kg/cm2) hydrogen atmosphere for 1 day. The reaction mixture was filtered to remove the catalyst. The filtrate was concentrated under vacuum. The residue was dissolved in dichloromethane, washed with sodium bicarbonate then with water, dried over... Reactants: COC(=O)C1=CC2=CC=C(C(=C2C=C1)C=O)OC (6-methoxy-5-formyl-2-naphthoic acid methyl ester), Cl.Cl.CN(C1=CC=C(CN)C=C1)C (p-dimethylamino-benzyl amine dihydrochloride). The product is CN(C1=CC=C(CNCC2=C3C=CC(=CC3=CC=C2OC)C(=O)O)C=C1)C (5-({[4-(Dimethylamino)benzyl]amino}methyl)-6-methoxy-2-naphthoic acid). As a reaction SMILES: C[O:2][C:3]([C:5]1[CH:14]=[CH:13][C:12]2[C:7](=[CH:8][CH:9]=[C:10]([O:17][CH3:18])[C:11]=2[CH:15]=O)[CH:6]=1)=[O:4].Cl.Cl.[CH3:21][N:22]([CH3:31])[C:23]1[CH:30]=[CH:29][C:26]([CH2:27][NH2:28])=[CH:25][CH:24]=1>>[CH3:21][N:22]([CH3:31])[C:23]1[CH:30]=[CH:29][C:26]([CH2:27][NH:28][CH2:15][C:11]2[C:10]([O:17][CH3:18])=[CH:9][CH:8]=[C:7]3[C:12]=2[CH:13]=[CH:14][C:5]([C:3]([OH:2])=[O:4])=[CH:6]3)=[CH:25][CH:24]=1 |f:1.2.3|. Reported procedure: The title compound was prepared as a white solid (0.160 g, 23% for two steps) from 6-methoxy-5-formyl-2-naphthoic acid methyl ester using p-dimethylamino-benzyl amine dihydrochloride and a procedure similar to steps 3-4 of Example 1, mp >215° C. (decomp.); 1H NMR (DMSO-d6) δ2.97 (s, 6H), 3.94 (s, 3H), 4.14-4.23 (m, 2H), 4.39-4.48 (m, 2H), 6.88-7.14 (bs, 2H), 7.47 (d, J=8.0 Hz, 2H), 7.59 (d, J=9.3 Hz, 1H), 7.97 (dd, J=1.7, 8.9 Hz, 1H), 8.06 (d, J=9.0 Hz, 1H), 8.26 (d, J=9.2 Hz, 1H), 8.59 (d, J=1.... The reactants are OC(CBr)c1ccc(OCc2ccccc2)cc1, CCOCC, CO, [K+], C1CCOC1, [OH-], O. Yields the product c1ccc(COc2ccc(C3CO3)cc2)cc1. Reaction SMILES: [CH2:1]([c:2]1[cH:3][cH:4][cH:5][cH:6][cH:7]1)[O:8][c:9]1[cH:10][cH:11][c:12]([CH:15]([CH2:16][Br:17])[OH:18])[cH:13][cH:14]1.[CH3:21][CH2:22][O:23][CH2:24][CH3:25].[CH3:26][OH:27].[K+:20].[O:28]1[CH2:29][CH2:30][CH2:31][CH2:32]1.[OH-:19].[OH2:33]>>[CH2:1]([c:2]1[cH:3][cH:4][cH:5][cH:6][cH:7]1)[O:8][c:9]1[cH:10][cH:11][c:12]([CH:15]2[CH2:16][O:18]2)[cH:13][cH:14]1. The reactants are CC(CC=O)(C)N1C=NC(=C1)NC(C(CCC)NC(CC1=CC(=CC(=C1)F)F)=O)=O (2-[2-(3,5-Difluoro-phenyl)-acetylamino]-pentanoic acid [1-(1,1-dimethyl-3-oxo-propyl)-1H-imidazol-4-yl]-amide), N1CCOCC1 (morpholine). The product is CC(CCN1CCOCC1)(C)N1C=NC(=C1)NC(C(CCC)NC(CC1=CC(=CC(=C1)F)F)=O)=O (2-[2-(3,5-Difluoro-phenyl)-acetylamino]-pentanoic acid [1-(1,1-dimethyl-3-morpholin-4-yl-propyl)-1H-imidazol-4-yl]-amide). As a reaction SMILES: [CH3:1][C:2]([N:7]1[CH:11]=[C:10]([NH:12][C:13](=[O:30])[CH:14]([NH:18][C:19](=[O:29])[CH2:20][C:21]2[CH:26]=[C:25]([F:27])[CH:24]=[C:23]([F:28])[CH:22]=2)[CH2:15][CH2:16][CH3:17])[N:9]=[CH:8]1)([CH3:6])[CH2:3][CH:4]=O.[NH:31]1[CH2:36][CH2:35][O:34][CH2:33][CH2:32]1>>[CH3:1][C:2]([N:7]1[CH:11]=[C:10]([NH:12][C:13](=[O:30])[CH:14]([NH:18][C:19](=[O:29])[CH2:20][C:21]2[CH:22]=[C:23]([F:28])[CH:24]=[C:25]([F:27])[CH:26]=2)[CH2:15][CH2:16][CH3:17])[N:9]=[CH:8]1)([CH3:6])[CH2:3][CH2:4][N:31]1[CH2:36][CH2:35][O:34][CH2:33][CH2:32]1. Procedure details: 2-[2-(3,5-Difluoro-phenyl)-acetylamino]-pentanoic acid [1-(1,1-dimethyl-3-oxo-propyl)-1H-imidazol-4-yl]-amide was reacted with morpholine to afford the title compound: MS m/z 492.2 (M+1). The reactants are OC=1C=C(C=C(C(=O)O)C1)C(=O)O (5-hydroxyisophthalic acid), C1(=CC=CC=C1)C (toluene), C(C=C)O (allyl alcohol), C1(=CC=CC=C1)C (toluene), S(O)(O)(=O)=O (sulfuric acid). Reagents/catalysts: COC1=CC=C(C=C1)O (p-methoxyphenol). Run in O (water). The product is OC=1C=C(C=C(C(=O)OCC=C)C1)C(=O)OCC=C (diallyl 5-hydroxyisophthalate). Yield: 52.0%. Reaction SMILES: [OH:1][C:2]1[CH:3]=[C:4]([C:11]([OH:13])=[O:12])[CH:5]=[C:6]([CH:10]=1)[C:7]([OH:9])=[O:8].[CH2:14](O)[CH:15]=[CH2:16].[C:18]1(C)[CH:23]=CC=C[CH:19]=1.S(=O)(=O)(O)O>COC1C=CC(O)=CC=1.O>[OH:1][C:2]1[CH:3]=[C:4]([C:11]([O:13][CH2:23][CH:18]=[CH2:19])=[O:12])[CH:5]=[C:6]([CH:10]=1)[C:7]([O:9][CH2:14][CH:15]=[CH2:16])=[O:8]. Procedure: Into a reaction vessel equipped with a stirrer, condenser and thermometer was placed 0.2 mole of 5-hydroxyisophthalic acid. Thereto were added 0.6 mole of allyl alcohol, 300 ml of toluene, 1.3 g of sulfuric acid and 0.2 g of p-methoxyphenol and the mixture was refluxed with heating. A mixture of toluene and water was distilled off and cooled with a condenser, and toluene was separated from water and returned contineously to the reaction vessel. The mixture was heated for 8 hours and then allowed...